Dataset: the Open Reaction Database (ORD), a public repository of structured organic reaction records. Task: describe an organic reaction: reactants, conditions, products, and yield Reactants: O=C([O-])[O-], CC(C)=O, C#CC(C)(C)Cl, [K+], [K+], Oc1ccc(C(F)(F)F)cc1. Product: C#CC(C)(C)Oc1ccc(C(F)(F)F)cc1. Reaction SMILES: [C:18](=[O:19])([O-:20])[O-:21].[CH3:24][C:25](=[O:26])[CH3:27].[Cl:12][C:13]([CH3:14])([C:15]#[CH:16])[CH3:17].[K+:22].[K+:23].[OH:1][c:2]1[cH:3][cH:4][c:5]([C:8]([F:9])([F:10])[F:11])[cH:6][cH:7]1>>[O:1]([c:2]1[cH:3][cH:4][c:5]([C:8]([F:9])([F:10])[F:11])[cH:6][cH:7]1)[C:13]([CH3:14])([C:15]#[CH:16])[CH3:17]. Starting materials: C(C)(=O)OC=1C=C(C(=O)O)C=CC1OC (3-acetyloxy-4-methoxybenzoic acid), C(C(=O)Cl)(=O)Cl (oxalyl chloride). The solvent is CN(C)C=O (DMF). Yields the product C(C)(=O)OC1=CC(=CC=C1OC)C(=O)Cl (3-(Chlorocarbonyl)-6-methoxyphenyl acetate). As a reaction SMILES: [C:1]([O:4][C:5]1[CH:6]=[C:7]([CH:11]=[CH:12][C:13]=1[O:14][CH3:15])[C:8](O)=[O:9])(=[O:3])[CH3:2].C(Cl)(=O)C([Cl:19])=O>CN(C=O)C>[C:1]([O:4][C:5]1[C:13]([O:14][CH3:15])=[CH:12][CH:11]=[C:7]([C:8]([Cl:19])=[O:9])[CH:6]=1)(=[O:3])[CH3:2]. Procedure: Using the procedure in Example 85, step (a), 400 mg (1.90 mmol) of 3-acetyloxy-4-methoxybenzoic acid (as prepared in the previous step) was treated with 663 μL (7.60 mmol) of oxalyl chloride and 25 μL of anhyd DMF for 2 h to afford, after workup, the title compound as a beige crystalline solid which was used in the following step without further purification. The reactants are ClC=1N=C(C2=C(N1)C(=NC=N2)NCCO)N2CCS(CC2)=O (2-chloro-8-(2-hydroxyethyl-amino)-4-(1-oxido-thiomorpholino)-pyrimido-[5,4-d]-pyrimidine), N1CCNCC1 (piperazine). The product is OCCNC1=NC=NC2=C1N=C(N=C2N2CCS(CC2)=O)N2CCNCC2 (8-(2-Hydroxyethyl-amino)-4-(1-oxido-thiomorpholino)-2-piperazino-pyrimido-[5,4-d]-pyrimidine). RXN SMILES: Cl[C:2]1[N:3]=[C:4]([N:16]2[CH2:21][CH2:20][S:19](=[O:22])[CH2:18][CH2:17]2)[C:5]2[N:11]=[CH:10][N:9]=[C:8]([NH:12][CH2:13][CH2:14][OH:15])[C:6]=2[N:7]=1.[NH:23]1[CH2:28][CH2:27][NH:26][CH2:25][CH2:24]1>>[OH:15][CH2:14][CH2:13][NH:12][C:8]1[C:6]2[N:7]=[C:2]([N:23]3[CH2:28][CH2:27][NH:26][CH2:25][CH2:24]3)[N:3]=[C:4]([N:16]3[CH2:21][CH2:20][S:19](=[O:22])[CH2:18][CH2:17]3)[C:5]=2[N:11]=[CH:10][N:9]=1. Reported procedure: This compound was prepared analogous to Example 118 from 2-chloro-8-(2-hydroxyethyl-amino)-4-(1-oxido-thiomorpholino)-pyrimido-[5,4-d]-pyrimidine (m.p.: 227°-229° C.) and piperazine. Starting materials: CI, CCO, S=C1NC(c2ccc(Cl)cc2)C(c2ccc(Cl)cc2)N1. The product is CSC1=NC(c2ccc(Cl)cc2)C(c2ccc(Cl)cc2)N1, I. Reaction SMILES: [CH3:21][I:22].[CH3:23][CH2:24][OH:25].[Cl:1][c:2]1[cH:3][cH:4][c:5]([CH:8]2[NH:9][C:10](=[S:20])[NH:11][CH:12]2[c:13]2[cH:14][cH:15][c:16]([Cl:19])[cH:17][cH:18]2)[cH:6][cH:7]1>>[Cl:1][c:2]1[cH:3][cH:4][c:5]([CH:8]2[NH:9][C:10]([S:20][CH3:21])=[N:11][CH:12]2[c:13]2[cH:14][cH:15][c:16]([Cl:19])[cH:17][cH:18]2)[cH:6][cH:7]1.[IH:22]. The solvent is C(C)(=O)OCC (ethyl acetate). Reactants: [N+](=O)(O)[O-] (Nitric acid), COC=1C=C2C(=CC1OC)C(=O)C(C2)CC3CCN(CC3)CC=4C=CC=CC4 (Donepezil). Yields the product COC=1C=C2C(=CC1OC)C(=O)C(C2)CC3CCN(CC3)CC=4C=CC=CC4.[N+](=O)([O-])[O-] (Donepezil Nitrate). Procedure details: Nitric acid (0.45 ml, dissolved in 35 ml of absolute ethanol) is slowly added to a solution of Donepezil (3.79 g) in ethyl acetate (70 ml) with stirring at room temperature. The solid precipitated is filtered and dried at 55° C. under vacuum to give the title compound. Melting point: 213.7° C. As a reaction SMILES: [N+:1]([O-:4])([OH:3])=[O:2].[CH3:5][O:6][C:7]1[CH:8]=[C:9]2[CH2:18][CH:17]([CH2:19][CH:20]3[CH2:25][CH2:24][N:23]([CH2:26][C:27]4[CH:28]=[CH:29][CH:30]=[CH:31][CH:32]=4)[CH2:22][CH2:21]3)[C:15](=[O:16])[C:10]2=[CH:11][C:12]=1[O:13][CH3:14]>C(OCC)(=O)C>[CH3:5][O:6][C:7]1[CH:8]=[C:9]2[CH2:18][CH:17]([CH2:19][CH:20]3[CH2:21][CH2:22][N:23]([CH2:26][C:27]4[CH:32]=[CH:31][CH:30]=[CH:29][CH:28]=4)[CH2:24][CH2:25]3)[C:15](=[O:16])[C:10]2=[CH:11][C:12]=1[O:13][CH3:14].[N+:1]([O-:4])([O-:3])=[O:2] |f:3.4|.